Dataset: the Open Reaction Database (ORD), a public repository of structured organic reaction records. Task: describe an organic reaction: reactants, conditions, products, and yield Starting materials: ClCCl (dichloromethane), C(C)(C)(C)C1=CCC(C=2C=C(C(=CC12)/C(=C(\CO)/F)/CC)OCC)(C)C ((2E)-3-(8-tert-butyl-3-ethoxy-5,5-dimethyl-5,6-dihydronaphthalen-2-yl)-2-fluoro-pent-2-en-1-ol), C(CC)[N+](CCC)(CCC)CCC (tetrapropylammonium), C[N+]1(CCOCC1)[O-] (4-methylmorpholine N-oxide). The solvent is CCCCCC (hexane), C(C)(=O)OCC (ethyl acetate), C(C)#N (acetonitrile). Yields the product C(C)(C)(C)C1=CCC(C=2C=C(C(=CC12)/C(=C(\C=O)/F)/CC)OCC)(C)C ((2E)-3-(8-tert-Butyl-3-ethoxy-5,5-dimethyl-5,6-dihydronaphthalen-2-yl)-2-fluoro-pent-2-enal). As a reaction SMILES: [C:1]([C:5]1[C:14]2[CH:13]=[C:12](/[C:15](/[CH2:20][CH3:21])=[C:16](/[F:19])\[CH2:17][OH:18])[C:11]([O:22][CH2:23][CH3:24])=[CH:10][C:9]=2[C:8]([CH3:26])([CH3:25])[CH2:7][CH:6]=1)([CH3:4])([CH3:3])[CH3:2].C([N+](CCC)(CCC)CCC)CC.C[N+]1([O-])CCOCC1.ClCCl>C(#N)C.CCCCCC.C(OCC)(=O)C>[C:1]([C:5]1[C:14]2[CH:13]=[C:12](/[C:15](/[CH2:20][CH3:21])=[C:16](/[F:19])\[CH:17]=[O:18])[C:11]([O:22][CH2:23][CH3:24])=[CH:10][C:9]=2[C:8]([CH3:25])([CH3:26])[CH2:7][CH:6]=1)([CH3:4])([CH3:2])[CH3:3]. Procedure details: As described in General Procedure H-1, (2E)-3-(8-tert-butyl-3-ethoxy-5,5-dimethyl-5,6-dihydronaphthalen-2-yl)-2-fluoro-pent-2-en-1-ol (Compound A-56, 487 mg, 1.61 mmol), tetrapropylammonium peruthenate (316 mg, 2.7 mmol) and 4-methylmorpholine N-oxide (3.5 mg) were reacted in acetonitrile (4 mL) and dichloromethane (8 mL) to produce the title compound as an oil after flash chromatography (silica gel, 10% ethyl acetate in hexane). Starting materials: [Br-], C1CCOC1, CC(C)[Mg+], O=C1CN(C(c2ccccc2)c2ccccc2)C1, [Na+], O=C([O-])O. The product is CC(C)C1(O)CN(C(c2ccccc2)c2ccccc2)C1. Reaction SMILES: [Br-:1].[CH2:29]1[O:30][CH2:31][CH2:32][CH2:33]1.[CH:2]([CH3:3])([CH3:4])[Mg+:5].[CH:6]([c:7]1[cH:8][cH:9][cH:10][cH:11][cH:12]1)([c:13]1[cH:14][cH:15][cH:16][cH:17][cH:18]1)[N:19]1[CH2:20][C:21](=[O:23])[CH2:22]1.[Na+:28].[O-:24][C:25]([OH:26])=[O:27]>>[CH:2]([CH3:3])([CH3:4])[C:21]1([OH:23])[CH2:20][N:19]([CH:6]([c:7]2[cH:8][cH:9][cH:10][cH:11][cH:12]2)[c:13]2[cH:14][cH:15][cH:16][cH:17][cH:18]2)[CH2:22]1. Reactants: Br, C1COCCO1, CC(=O)c1ccc(F)c(C)c1Cl, [Na+], [OH-], O. The product is Cc1c(F)ccc(C(=O)O)c1Cl. As a reaction SMILES: [Br:1].[CH2:17]1[O:18][CH2:19][CH2:20][O:21][CH2:22]1.[Cl:4][c:5]1[c:6]([C:13]([CH3:14])=[O:15])[cH:7][cH:8][c:9]([F:12])[c:10]1[CH3:11].[Na+:3].[OH-:2].[OH2:16]>>[O:2]=[C:13]([c:6]1[c:5]([Cl:4])[c:10]([CH3:11])[c:9]([F:12])[cH:8][cH:7]1)[OH:15]. The reactants are C1CCOC1, COC(=O)c1sc(Br)c(Br)c1OCC(=O)OC(C)(C)C, CC1(C)OB(c2ccc(N)cc2)OC1(C)C, [K+], [K+], O=C([O-])[O-], c1ccc(P(c2ccccc2)(c2ccccc2)[Pd](P(c2ccccc2)(c2ccccc2)c2ccccc2)(P(c2ccccc2)(c2ccccc2)c2ccccc2)P(c2ccccc2)(c2ccccc2)c2ccccc2)cc1. Yields the product COC(=O)c1sc(-c2ccc(N)cc2)c(Br)c1OCC(=O)OC(C)(C)C. Reaction SMILES: [CH2:43]1[O:44][CH2:45][CH2:46][CH2:47]1.[CH3:1][O:2][C:3](=[O:4])[c:5]1[s:6][c:7]([Br:20])[c:8]([Br:19])[c:9]1[O:10][CH2:11][C:12](=[O:13])[O:14][C:15]([CH3:16])([CH3:17])[CH3:18].[CH3:21][C:22]1([CH3:23])[C:24]([CH3:25])([CH3:26])[O:27][B:28]([c:29]2[cH:30][cH:31][c:32]([NH2:33])[cH:34][cH:35]2)[O:36]1.[K+:37].[K+:38].[O-:39][C:40]([O-:41])=[O:42].[cH:48]1[cH:49][cH:50][c:51]([P:52]([Pd:53]([P:54]([c:55]2[cH:56][cH:57][cH:58][cH:59][cH:60]2)([c:61]2[cH:62][cH:63][cH:64][cH:65][cH:66]2)[c:67]2[cH:68][cH:69][cH:70][cH:71][cH:72]2)([P:73]([c:74]2[cH:75][cH:76][cH:77][cH:78][cH:79]2)([c:80]2[cH:81][cH:82][cH:83][cH:84][cH:85]2)[c:86]2[cH:87][cH:88][cH:89][cH:90][cH:91]2)[P:92]([c:93]2[cH:94][cH:95][cH:96][cH:97][cH:98]2)([c:99]2[cH:100][cH:101][cH:102][cH:103][cH:104]2)[c:105]2[cH:106][cH:107][cH:108][cH:109][cH:110]2)([c:111]2[cH:112][cH:113][cH:114][cH:115][cH:116]2)[c:117]2[cH:118][cH:119][cH:120][cH:121][cH:122]2)[cH:123][cH:124]1>>[CH3:1][O:2][C:3](=[O:4])[c:5]1[s:6][c:7](-[c:29]2[cH:30][cH:31][c:32]([NH2:33])[cH:34][cH:35]2)[c:8]([Br:19])[c:9]1[O:10][CH2:11][C:12](=[O:13])[O:14][C:15]([CH3:16])([CH3:17])[CH3:18]. The product is C(C)(=O)OC(C(=O)NCCC(=O)OC1=CC=C(C=C1)NC(CCCCCCC\C=C/CCCCCCCC)=O)C(COC(C)=O)(C)C (4-(Oleoylamino)phenyl 3-[N-(2,4-diacetoxy-3,3-dimethyl-1-oxobutyl)amino]propionate). The reactants are C(CCCCCCC\C=C/CCCCCCCC)(=O)NC1=CC=C(C=C1)O (4-Oleoylaminophenol), C(C)(=O)OC(C(=O)NCCC(=O)O)C(COC(C)=O)(C)C (3-[N-(2,4-diacetoxy-3,3-dimethyl-1-oxobutyl)amino]propionic acid). RXN SMILES: [C:1]([NH:20][C:21]1[CH:26]=[CH:25][C:24]([OH:27])=[CH:23][CH:22]=1)(=[O:19])[CH2:2][CH2:3][CH2:4][CH2:5][CH2:6][CH2:7][CH2:8]/[CH:9]=[CH:10]\[CH2:11][CH2:12][CH2:13][CH2:14][CH2:15][CH2:16][CH2:17][CH3:18].[C:28]([O:31][CH:32]([C:41]([CH3:48])([CH3:47])[CH2:42][O:43][C:44](=[O:46])[CH3:45])[C:33]([NH:35][CH2:36][CH2:37][C:38](O)=[O:39])=[O:34])(=[O:30])[CH3:29]>>[C:28]([O:31][CH:32]([C:41]([CH3:48])([CH3:47])[CH2:42][O:43][C:44](=[O:46])[CH3:45])[C:33]([NH:35][CH2:36][CH2:37][C:38]([O:27][C:24]1[CH:25]=[CH:26][C:21]([NH:20][C:1](=[O:19])[CH2:2][CH2:3][CH2:4][CH2:5][CH2:6][CH2:7][CH2:8]/[CH:9]=[CH:10]\[CH2:11][CH2:12][CH2:13][CH2:14][CH2:15][CH2:16][CH2:17][CH3:18])=[CH:22][CH:23]=1)=[O:39])=[O:34])(=[O:30])[CH3:29]. Yield: 45.3%. Reported procedure: 4-Oleoylaminophenol (372 mg) and 259 mg of 3-[N-(2,4-diacetoxy-3,3-dimethyl-1-oxobutyl)amino]propionic acid were reacted in the same manner as in Example 1 to obtain 255 mg of the title compound (yield: 39%). Reactants: C(C)OC(=O)C=1C(=C2C(=C(N1)C#N)N(C=C2)CC2=C(C=CC=C2)F)O (7-cyano-1-(2-fluoro-benzyl)-4-hydroxy-1H-pyrrolo[2,3-c]pyridine-5-carboxylic acid ethyl ester), NCC(=O)O (glycine), C[O-].[Na+].CO (NaOMe HOMe). Yields the product C(#N)C=1N=C(C(=C2C1N(C=C2)CC2=C(C=CC=C2)F)O)C(=O)NCC(=O)O ({[7-Cyano-1-(2-fluoro-benzyl)-4-hydroxy-1H-pyrrolo[2,3-c]pyridine-5-carbonyl]-amino}-acetic acid). Reaction SMILES: C(O[C:4]([C:6]1[C:7]([OH:25])=[C:8]2[CH:16]=[CH:15][N:14]([CH2:17][C:18]3[CH:23]=[CH:22][CH:21]=[CH:20][C:19]=3[F:24])[C:9]2=[C:10]([C:12]#[N:13])[N:11]=1)=[O:5])C.[NH2:26][CH2:27][C:28]([OH:30])=[O:29].C[O-].[Na+].CO>>[C:12]([C:10]1[N:11]=[C:6]([C:4]([NH:26][CH2:27][C:28]([OH:30])=[O:29])=[O:5])[C:7]([OH:25])=[C:8]2[CH:16]=[CH:15][N:14]([CH2:17][C:18]3[CH:23]=[CH:22][CH:21]=[CH:20][C:19]=3[F:24])[C:9]=12)#[N:13] |f:2.3.4|. Reported procedure: Prepared in analogy to that of Example 1(e) from 7-cyano-1-(2-fluoro-benzyl)-4-hydroxy-1H-pyrrolo[2,3-c]pyridine-5-carboxylic acid ethyl ester, glycine and NaOMe/HOMe. The title compound, ESI MS (m/z): 369 (M+H)+. Reactants: N1(CCNCC1)C=1C2=C(CC3=C(N1)C=CC=C3)C=CC=C2 (6-(1-piperazinyl)-11H-dibenz[b,e]azepine), C(C=C)(=O)OCC (ethyl acrylate). Solvent: C(C)O (ethanol). The product is C1=CC=CC=2N=C(C3=C(CC21)C=CC=C3)N3CCN(CC3)CCC(=O)OCC (Ethyl 4-(11H-Dibenz[b,e]azepin-6-yl)-1-piperazinepropionate). The yield is 86.2%. As a reaction SMILES: [N:1]1([C:7]2[C:8]3[CH:21]=[CH:20][CH:19]=[CH:18][C:9]=3[CH2:10][C:11]3[CH:17]=[CH:16][CH:15]=[CH:14][C:12]=3[N:13]=2)[CH2:6][CH2:5][NH:4][CH2:3][CH2:2]1.[C:22]([O:26][CH2:27][CH3:28])(=[O:25])[CH:23]=[CH2:24]>C(O)C>[CH:17]1[C:11]2[CH2:10][C:9]3[CH:18]=[CH:19][CH:20]=[CH:21][C:8]=3[C:7]([N:1]3[CH2:2][CH2:3][N:4]([CH2:24][CH2:23][C:22]([O:26][CH2:27][CH3:28])=[O:25])[CH2:5][CH2:6]3)=[N:13][C:12]=2[CH:14]=[CH:15][CH:16]=1. Reported procedure: A mixture of 2.77 g of 6-(1-piperazinyl)-11H-dibenz[b,e]azepine and 1.20 g of ethyl acrylate in 14 ml of ethanol was refluxed for 2 hrs. The reaction mixture was concentrated and the residue was chromatographed on silica gel using a mixture of n-hexane and ethyl acetate (1:1) as an eluent to give 3.25 g of colorless crystals, which were recrystallized from isopropyl ether to give colorless prisms, mp 133°-134° C. The reactants are ClC1=CC=C(C=C1)OC (4-chloroanisole), CC(C)([O-])C.[Na+] (sodium tert-butoxide), C(C1=CC=CC=C1)N (benzylamine), Ph5FcP(t-Bu)2. Reagents/catalysts: C=1C=CC(=CC1)/C=C/C(=O)/C=C/C2=CC=CC=C2.C=1C=CC(=CC1)/C=C/C(=O)/C=C/C2=CC=CC=C2.[Pd] (Pd(dba)2). The solvent is C1(=CC=CC=C1)C (toluene). Product: COC1=CC=C(C=C1)NCC1=CC=CC=C1 (N-(4-methoxyphenyl)benzylamine). Isolated yield 91.9%. RXN SMILES: Cl[C:2]1[CH:7]=[CH:6][C:5]([O:8][CH3:9])=[CH:4][CH:3]=1.[CH2:10]([NH2:17])[C:11]1[CH:16]=[CH:15][CH:14]=[CH:13][CH:12]=1.CC(C)([O-])C.[Na+]>C1(C)C=CC=CC=1.C1C=CC(/C=C/C(/C=C/C2C=CC=CC=2)=O)=CC=1.C1C=CC(/C=C/C(/C=C/C2C=CC=CC=2)=O)=CC=1.[Pd]>[CH3:9][O:8][C:5]1[CH:6]=[CH:7][C:2]([NH:17][CH2:10][C:11]2[CH:16]=[CH:15][CH:14]=[CH:13][CH:12]=2)=[CH:3][CH:4]=1 |f:2.3,5.6.7|. Reported procedure: According to the general procedure A, 4-chloroanisole (73 mg, 0.51 mmol) reacted with benzylamine (68 mg, 0.63 mmol) using 1 mol % of Pd(dba)2, 2 mol % of Ph5FcP(t-Bu)2, and sodium tert-butoxide (60 mg, 0.63 mmol) in toluene at 100° C. for 4 h to give the title compound (100 mg, 93%) as a solid: 1H-NMR (500 MHz, CDCl3): δ 6.63 (d, 2H, J=8.84 Hz), 6.81 (d, 2H, J=8.83 Hz), 7.41-7.35 (m, 4H), 7.30 (t, 1H, J=7.08 and 7.03 Hz), 4.31 (s, 2H), 3.77 (s, 3H). 13C{1H}-NMR (125 MHz, CDCl3): δ 152.18, 142.4... Reactants: O=CC1CN(C(CC2CC2)C(=O)O)CC1c1cccc(F)c1, Cl, Fc1ccc(CCCC2CCNCC2)cc1. The product is O=C(O)C(CC1CC1)N1CC(CN2CCC(CCCc3ccc(F)cc3)CC2)C(c2cccc(F)c2)C1. RXN SMILES: [CH:1](=[O:2])[CH:3]1[CH2:4][N:5]([CH:15]([C:16](=[O:17])[OH:18])[CH2:19][CH:20]2[CH2:21][CH2:22]2)[CH2:6][CH:7]1[c:8]1[cH:9][c:10]([F:14])[cH:11][cH:12][cH:13]1.[ClH:39].[F:23][c:24]1[cH:25][cH:26][c:27]([CH2:30][CH2:31][CH2:32][CH:33]2[CH2:34][CH2:35][NH:36][CH2:37][CH2:38]2)[cH:28][cH:29]1>>[CH2:1]([CH:3]1[CH2:4][N:5]([CH:15]([C:16](=[O:17])[OH:18])[CH2:19][CH:20]2[CH2:21][CH2:22]2)[CH2:6][CH:7]1[c:8]1[cH:9][c:10]([F:14])[cH:11][cH:12][cH:13]1)[N:36]1[CH2:35][CH2:34][CH:33]([CH2:32][CH2:31][CH2:30][c:27]2[cH:26][cH:25][c:24]([F:23])[cH:29][cH:28]2)[CH2:38][CH2:37]1.